This data is from the Open Reaction Database (ORD), a public repository of structured organic reaction records. The task is: describe an organic reaction: reactants, conditions, products, and yield Reactants: C(C)(=O)N1CC(CCC1)C(O)(C1=CC=CC=C1)C1=CC=CC=C1 (1-acetyl-3-(diphenylhydroxymethyl)piperidine), C(C)(=O)OC(C)=O (acetic anhydride). The reagents and catalysts are [C].[Pd] (palladium-carbon). The solvent is CO (methanol). Conditions: temperature 140 celsius, time 16 hour. The product is C(C)(=O)N1CC(CCC1)C(C1=CC=CC=C1)C1=CC=CC=C1 (1-acetyl-3-(diphenylmethyl)piperidine). Isolated yield 52.7%. Reaction SMILES: [C:1]([N:4]1[CH2:9][CH2:8][CH2:7][CH:6]([C:10]([C:18]2[CH:23]=[CH:22][CH:21]=[CH:20][CH:19]=2)([C:12]2[CH:17]=[CH:16][CH:15]=[CH:14][CH:13]=2)O)[CH2:5]1)(=[O:3])[CH3:2].C(OC(=O)C)(=O)C>[C].[Pd].CO>[C:1]([N:4]1[CH2:9][CH2:8][CH2:7][CH:6]([CH:10]([C:18]2[CH:19]=[CH:20][CH:21]=[CH:22][CH:23]=2)[C:12]2[CH:13]=[CH:14][CH:15]=[CH:16][CH:17]=2)[CH2:5]1)(=[O:3])[CH3:2] |f:2.3|. Procedure: To 1-acetyl-3-(diphenylhydroxymethyl)piperidine (500 mg), acetic anhydride (2 ml) was added and the mixture was stirred at 140° C. for 16 hours. After concentration of the reaction solution, 10 ml of methanol and 30 mg of 10% palladium-carbon were added, followed by stirring the mixture under hydrogen atmosphere for 17 hours. Palladium was removed by filtration through Celite and the filtrate was concentrated to obtain 250 mg of 1-acetyl-3-(diphenylmethyl)piperidine. Yield: 52%. Product: OC1=NN2C(C3=CC=CC=C13)=NN=C2C2=NOC(=C2)OC (6-hydroxy-3(5-methoxyisoxazol-3-yl)-1,2,4-triazolo[3,4-a]phthalazine). Reaction conditions: temperature 0 celsius, time 3 hour. The solvent is CN(C=O)C (N,N-dimethylformamide). Procedure details: Sodium methoxide (165 mg, 0.3 mmol) was added to a stirred suspension of 3-(5-chloroisoxazol-3-yl)-6-hydroxy-1,2,4-triazolo[3,4-a]phthalazine (400 mg, 0. 14 mmol) (prepared from Intermediate 7 using the procedure described in Example 15 part b) in N,N-dimethylformamide (20 ml) at 0° C. under nitrogen. The mixture was stirred at 0° C. for 3 h then water was added (5 ml) and the solvents evaporated in vacuo. The residue was taken up in water and acidified to pH 2 using 2M hydrochloric acid. The re... As a reaction SMILES: [CH3:1][O-:2].[Na+].Cl[C:5]1[O:9][N:8]=[C:7]([C:10]2[N:14]3[N:15]=[C:16]([OH:23])[C:17]4[C:22]([C:13]3=[N:12][N:11]=2)=[CH:21][CH:20]=[CH:19][CH:18]=4)[CH:6]=1.O>CN(C)C=O>[OH:23][C:16]1[C:17]2[C:22](=[CH:21][CH:20]=[CH:19][CH:18]=2)[C:13]2=[N:12][N:11]=[C:10]([C:7]3[CH:6]=[C:5]([O:2][CH3:1])[O:9][N:8]=3)[N:14]2[N:15]=1 |f:0.1|. The reactants are O (water), C[O-].[Na+] (Sodium methoxide), ClC1=CC(=NO1)C1=NN=C2N1N=C(C1=CC=CC=C21)O (3-(5-chloroisoxazol-3-yl)-6-hydroxy-1,2,4-triazolo[3,4-a]phthalazine), Intermediate 7. Starting materials: C(C)(C)(C)OC(=O)N1C(\C(\C2=CC=C(C=C12)Cl)=C/C1=CC(=CC=C1)Cl)=O (Z-6-chloro-3-(3-chloro-benzylidene)-2-oxo-2,3-dihydro-indole-1-carboxylic acid tert-butyl ester), BrC=1C=CC(=C(C1)C=NC(=C)O[Si](C)(C)C)OC1CN(CC1)C(=O)OC(C)(C)C ((R/S)-1-[5-bromo-2-(1-tert-butoxycarbonyl-3-pyrrolidinyloxy)-phenyl]-3-trimethylsilyoxy-2-aza-1,3-butadiene). Solvent: C1(=CC=CC=C1)C (toluene). The product is BrC=1C=CC(=C(C1)C1NC(CC(C12C(NC1=CC(=CC=C12)Cl)=O)C1=CC(=CC=C1)Cl)=O)OC1CN(CC1)C(=O)OC(C)(C)C (2′-[5-bromo-2-(1-tert-butoxycarbonyl-3-pyrrolidinyloxy)-phenyl]-6-chloro-4′-(3-chlorophenyl)spiro[3H-indole-3,3′-piperidine]-2,6′(1H)-dione), solid. The yield is 48.0%. RXN SMILES: C(OC([N:8]1[C:16]2[C:11](=[CH:12][CH:13]=[C:14]([Cl:17])[CH:15]=2)/[C:10](=[CH:18]/[C:19]2[CH:24]=[CH:23][CH:22]=[C:21]([Cl:25])[CH:20]=2)/[C:9]1=[O:26])=O)(C)(C)C.[Br:27][C:28]1[CH:29]=[CH:30][C:31]([O:43][CH:44]2[CH2:48][CH2:47][N:46]([C:49]([O:51][C:52]([CH3:55])([CH3:54])[CH3:53])=[O:50])[CH2:45]2)=[C:32]([CH:34]=[N:35][C:36]([O:38][Si](C)(C)C)=[CH2:37])[CH:33]=1>C1(C)C=CC=CC=1>[Br:27][C:28]1[CH:29]=[CH:30][C:31]([O:43][CH:44]2[CH2:48][CH2:47][N:46]([C:49]([O:51][C:52]([CH3:55])([CH3:54])[CH3:53])=[O:50])[CH2:45]2)=[C:32]([CH:34]2[C:10]3([C:11]4[C:16](=[CH:15][C:14]([Cl:17])=[CH:13][CH:12]=4)[NH:8][C:9]3=[O:26])[CH:18]([C:19]3[CH:24]=[CH:23][CH:22]=[C:21]([Cl:25])[CH:20]=3)[CH2:37][C:36](=[O:38])[NH:35]2)[CH:33]=1. Procedure: In a manner similar to the method described in example 1e, E/Z-6-chloro-3-(3-chloro-benzylidene)-2-oxo-2,3-dihydro-indole-1-carboxylic acid tert-butyl ester prepared in example 5b (0.6 g, 1.5 mmol) was reacted with (R/S)-1-[5-bromo-2-(1-tert-butoxycarbonyl-3-pyrrolidinyloxy)-phenyl]-3-trimethylsilyoxy-2-aza-1,3-butadiene (7.4 mmol) in toluene (30 mL) at 140° C. for 6 h to give racemic(2′R, 3R, 4′S)-2′-[5-bromo-2-(1-tert-butoxycarbonyl-3-pyrrolidinyloxy)-phenyl]-6-chloro-4′-(3-chlorophenyl)spiro[... Reaction conditions: time 3 hour. Product: ClC1=CC(=C(C(=O)NC2=C(C(=O)O)C=CC(=C2)C2=CC=CC=C2)C=C1)O (2-(4-chloro-2-hydroxybenzamido)-4-phenylbenzoic acid). Procedure details: A solution mixture of the obtained tert-butyl 2-(4-chloro-2-hydroxybenzamido)-4-phenylbenzoate (0.11 g) in trifluoroacetic acid (5 mL) and methylene chloride (2.5 mL) was stirred at room temperature for 3 hours. The solvent was evaporated under reduced pressure, and diisopropyl ether was added to the residue. The solid substance was collected by filtration to obtain 0.077 g of 2-(4-chloro-2-hydroxybenzamido)-4-phenylbenzoic acid as a white solid. Reactants: ClC1=CC(=C(C(=O)NC2=C(C(=O)OC(C)(C)C)C=CC(=C2)C2=CC=CC=C2)C=C1)O (tert-butyl 2-(4-chloro-2-hydroxybenzamido)-4-phenylbenzoate). The yield is 80.7%. Run in FC(C(=O)O)(F)F (trifluoroacetic acid), C(Cl)Cl (methylene chloride). RXN SMILES: [Cl:1][C:2]1[CH:29]=[CH:28][C:5]([C:6]([NH:8][C:9]2[CH:21]=[C:20]([C:22]3[CH:27]=[CH:26][CH:25]=[CH:24][CH:23]=3)[CH:19]=[CH:18][C:10]=2[C:11]([O:13]C(C)(C)C)=[O:12])=[O:7])=[C:4]([OH:30])[CH:3]=1>FC(F)(F)C(O)=O.C(Cl)Cl>[Cl:1][C:2]1[CH:29]=[CH:28][C:5]([C:6]([NH:8][C:9]2[CH:21]=[C:20]([C:22]3[CH:27]=[CH:26][CH:25]=[CH:24][CH:23]=3)[CH:19]=[CH:18][C:10]=2[C:11]([OH:13])=[O:12])=[O:7])=[C:4]([OH:30])[CH:3]=1. The reactants are ClC1=CC=C(C=C1)C1=C(C=C(C=C1)OC)COC1=CC=C(C=C1)C1=CC(=NN1C1CCCCC1)/C=C/C(=O)OC (Methyl (2E)-3-(5-{4-[(4′-chloro-4-methoxy-1,1′-biphenyl-2-yl)methoxy]phenyl}-1-cyclohexyl-1H-pyrazol-3-yl)-2-propenoate), [Li+].[OH-] (LiOH), C32H32ClN2O4. Solvent: CO.C1CCOC1 (MeOH THF). The product is ClC1=CC=C(C=C1)C1=C(C=C(C=C1)OC)COC1=CC=C(C=C1)C1=CC(=NN1C1CCCCC1)/C=C/C(=O)O ((2E)-3-(5-{4-[(4′-chloro-4-methoxy-1,1′-biphenyl-2-yl)methoxy]phenyl}-1-cyclohexyl-1H-pyrazol-3-yl)-2-propenoic acid). RXN SMILES: [Cl:1][C:2]1[CH:7]=[CH:6][C:5]([C:8]2[CH:13]=[CH:12][C:11]([O:14][CH3:15])=[CH:10][C:9]=2[CH2:16][O:17][C:18]2[CH:23]=[CH:22][C:21]([C:24]3[N:28]([CH:29]4[CH2:34][CH2:33][CH2:32][CH2:31][CH2:30]4)[N:27]=[C:26](/[CH:35]=[CH:36]/[C:37]([O:39]C)=[O:38])[CH:25]=3)=[CH:20][CH:19]=2)=[CH:4][CH:3]=1.[Li+].[OH-]>CO.C1COCC1>[Cl:1][C:2]1[CH:7]=[CH:6][C:5]([C:8]2[CH:13]=[CH:12][C:11]([O:14][CH3:15])=[CH:10][C:9]=2[CH2:16][O:17][C:18]2[CH:23]=[CH:22][C:21]([C:24]3[N:28]([CH:29]4[CH2:34][CH2:33][CH2:32][CH2:31][CH2:30]4)[N:27]=[C:26](/[CH:35]=[CH:36]/[C:37]([OH:39])=[O:38])[CH:25]=3)=[CH:20][CH:19]=2)=[CH:4][CH:3]=1 |f:1.2,3.4|. Procedure details: Methyl ester 3.2 (40 mg) and 1N LiOH (1 ml) in 3 ml MeOH/THF (1:2) was stirred at rt 18 h before being concentrated and partitioned between EtOAc and H2O. The aqueous layer was acidified with 1N HCl and extracted with EtOAc (3×). The organic extracts were washed with H2O, brine, and dried (Na2SO4). Concentration gave 3.3, 39 mg (100%). HRMS (ESI) calc'd for C32H32ClN2O4 542.1972; found 543.2050 (MH+); 1H NMR (300 MHz, CDCl3) δ 7.83 (d, J=15.8, 1H), 7.39–7.23 (m, 7H), 7.18 (d, J=2.6, 1H), 6.99–6....